This data is from the Open Reaction Database (ORD), a public repository of structured organic reaction records. The task is: describe an organic reaction: reactants, conditions, products, and yield The reactants are FC1=CC=C(C=C1)C1=NOC=2C1=NC=CC2C=2C(=NC=NC2)O (5-(3-(4-fluorophenyl)isoxazolo[4,5-b]pyridin-7-yl) pyrimidin-4-ol), P(=O)(Cl)(Cl)Cl (phosphorus oxychloride). Conditions: temperature 90 celsius. The product is ClC1=NC=NC=C1C1=C2C(=NC=C1)C(=NO2)C2=CC=C(C=C2)F (7-(4-Chloropyrimidin-5-yl)-3-(4-fluorophenyl)isoxazolo[4,5-b]pyridine). The yield is 100.6%. RXN SMILES: [F:1][C:2]1[CH:7]=[CH:6][C:5]([C:8]2[C:12]3=[N:13][CH:14]=[CH:15][C:16]([C:17]4[C:18](O)=[N:19][CH:20]=[N:21][CH:22]=4)=[C:11]3[O:10][N:9]=2)=[CH:4][CH:3]=1.P(Cl)(Cl)([Cl:26])=O>>[Cl:26][C:18]1[C:17]([C:16]2[CH:15]=[CH:14][N:13]=[C:12]3[C:8]([C:5]4[CH:6]=[CH:7][C:2]([F:1])=[CH:3][CH:4]=4)=[N:9][O:10][C:11]=23)=[CH:22][N:21]=[CH:20][N:19]=1. Procedure: A suspension of 5-(3-(4-fluorophenyl)isoxazolo[4,5-b]pyridin-7-yl) pyrimidin-4-ol (45 mg, 0.146 mmol) in phosphorus oxychloride (503 μl, 5.40 mmol) was heated at 90° C. for 1 h, then allowed to cool to room temperature. The solvent was evaporated to afford the title compound (48 mg, 100%). The product is Cl, Cl, Cc1cc(Nc2ccc(NC(=O)c3ccc(Nc4ccnc5ccccc45)cc3)cn2)nc(N)n1. As a reaction SMILES: [CH3:38][CH2:39][OH:40].[CH3:42][CH2:43][O:44][C:45]([CH3:46])=[O:47].[CH3:49][OH:50].[Cl:26][c:27]1[cH:28][cH:29][n:30][c:31]2[cH:32][cH:33][cH:34][cH:35][c:36]12.[ClH:37].[NH2:1][c:2]1[cH:3][cH:4][c:5]([C:6](=[O:7])[NH:8][c:9]2[cH:10][n:11][c:12]([NH:15][c:16]3[n:17][c:18]([NH2:23])[n:19][c:20]([CH3:22])[cH:21]3)[cH:13][cH:14]2)[cH:24][cH:25]1.[NH3:48].[OH2:41]>>[ClH:26].[ClH:37].[NH:1]([c:2]1[cH:3][cH:4][c:5]([C:6](=[O:7])[NH:8][c:9]2[cH:10][n:11][c:12]([NH:15][c:16]3[n:17][c:18]([NH2:23])[n:19][c:20]([CH3:22])[cH:21]3)[cH:13][cH:14]2)[cH:24][cH:25]1)[c:27]1[cH:28][cH:29][n:30][c:31]2[cH:32][cH:33][cH:34][cH:35][c:36]12. Reactants: CCO, CCOC(C)=O, CO, Clc1ccnc2ccccc12, Cl, Cc1cc(Nc2ccc(NC(=O)c3ccc(N)cc3)cn2)nc(N)n1, N, O. The reactants are CC1(OB(OC1(C)C)C1=CC2=C(N=C(S2)NC(C)=O)C=C1)C (N-(6-(4,4,5,5-tetramethyl-1,3,2-dioxaborolan-2-yl)benzo[d]thiazol-2-yl)acetamide), ClC1=NC(=CC=C1)S(=O)(=O)C1=CC=C(C=C1)F (2-chloro-6-(4-fluorophenylsulfonyl)pyridine), C(=O)([O-])[O-].[Na+].[Na+] (Na2CO3), O1CCOCC1 (dioxane). The reagents and catalysts are C=1C=CC(=CC1)[P](C=2C=CC=CC2)(C=3C=CC=CC3)[Pd]([P](C=4C=CC=CC4)(C=5C=CC=CC5)C=6C=CC=CC6)([P](C=7C=CC=CC7)(C=8C=CC=CC8)C=9C=CC=CC9)[P](C=1C=CC=CC1)(C=1C=CC=CC1)C=1C=CC=CC1 (tetrakis(triphenylphosphine)palladium(0)). Run in CS(=O)C (DMSO). Run at temperature 95 celsius, time 2.5 hour. Yields the product FC1=CC=C(C=C1)S(=O)(=O)C1=CC=CC(=N1)C1=CC2=C(N=C(S2)NC(C)=O)C=C1 (N-(6-(6-(4-fluorophenylsulfonyl)pyridin-2-yl)benzo[d]thiazol-2-yl)acetamide). RXN SMILES: CC1(C)C(C)(C)OB([C:9]2[CH:21]=[CH:20][C:12]3[N:13]=[C:14]([NH:16][C:17](=[O:19])[CH3:18])[S:15][C:11]=3[CH:10]=2)O1.Cl[C:24]1[CH:29]=[CH:28][CH:27]=[C:26]([S:30]([C:33]2[CH:38]=[CH:37][C:36]([F:39])=[CH:35][CH:34]=2)(=[O:32])=[O:31])[N:25]=1.C([O-])([O-])=O.[Na+].[Na+].O1CCOCC1>CS(C)=O.C1C=CC([P]([Pd]([P](C2C=CC=CC=2)(C2C=CC=CC=2)C2C=CC=CC=2)([P](C2C=CC=CC=2)(C2C=CC=CC=2)C2C=CC=CC=2)[P](C2C=CC=CC=2)(C2C=CC=CC=2)C2C=CC=CC=2)(C2C=CC=CC=2)C2C=CC=CC=2)=CC=1>[F:39][C:36]1[CH:35]=[CH:34][C:33]([S:30]([C:26]2[N:25]=[C:24]([C:9]3[CH:21]=[CH:20][C:12]4[N:13]=[C:14]([NH:16][C:17](=[O:19])[CH3:18])[S:15][C:11]=4[CH:10]=3)[CH:29]=[CH:28][CH:27]=2)(=[O:32])=[O:31])=[CH:38][CH:37]=1 |f:2.3.4,^1:59,61,80,99|. Reported procedure: A RBF was charged with N-(6-(4,4,5,5-tetramethyl-1,3,2-dioxaborolan-2-yl)benzo[d]thiazol-2-yl)acetamide (0.3 g, 1 mmol), 2-chloro-6-(4-fluorophenylsulfonyl)pyridine (0.230 g, 0.8 mmol), 2M Na2CO3 (0.8 mL, 2 mmol), tetrakis(triphenylphosphine)palladium(0) (0.1 g, 0.1 mmol), and dioxane (6 mL). The flask was heated in a pre-heated (95° C.) bath and allowed to stir under an inert atmosphere for 2.5 hours. The mixture was allowed to cool to ambient temperature and diluted with DMSO and filtered. The...